From a dataset of the Open Reaction Database (ORD), a public repository of structured organic reaction records. describe an organic reaction: reactants, conditions, products, and yield The reactants are CC(C)c1cc(Br)cc(C(C)C)c1N, C1CCOC1, [Li]CCCC, CC1=C(C)C([Si](C)(C)Cl)C(C)=C1C. Product: CC1=C(C)C([Si](C)(C)Nc2c(C(C)C)cc(Br)cc2C(C)C)C(C)=C1C. As a reaction SMILES: [Br:1][c:2]1[cH:3][c:4]([CH:12]([CH3:13])[CH3:14])[c:5]([NH2:6])[c:7]([CH:9]([CH3:10])[CH3:11])[cH:8]1.[CH2:33]1[O:34][CH2:35][CH2:36][CH2:37]1.[CH3:15][CH2:16][CH2:17][CH2:18][Li:19].[Cl:20][Si:21]([CH:22]1[C:23]([CH3:30])=[C:24]([CH3:29])[C:25]([CH3:28])=[C:26]1[CH3:27])([CH3:31])[CH3:32]>>[Br:1][c:2]1[cH:3][c:4]([CH:12]([CH3:13])[CH3:14])[c:5]([NH:6][Si:21]([CH:22]2[C:23]([CH3:30])=[C:24]([CH3:29])[C:25]([CH3:28])=[C:26]2[CH3:27])([CH3:31])[CH3:32])[c:7]([CH:9]([CH3:10])[CH3:11])[cH:8]1. Reaction SMILES: [CH2:37]1[O:38][CH2:39][CH2:40][CH2:41]1.[CH2:42]1[CH2:43][CH2:44][CH2:45][CH2:46][CH2:47]1.[CH3:1][N:2]([CH3:3])[CH2:4][CH2:5][N:6]([CH3:7])[CH3:8].[CH:9]([Li:10])([CH2:11][CH3:12])[CH3:13].[Cl:29][C:30]([Cl:31])([Cl:32])[C:33]([Cl:34])([Cl:35])[Cl:36].[F:14][S:15]([c:16]1[cH:17][cH:18][c:19]([C:20](=[O:21])[OH:22])[cH:23][cH:24]1)([F:25])([F:26])([F:27])[F:28].[OH2:48]>>[F:14][S:15]([c:16]1[cH:17][c:18]([Cl:29])[c:19]([C:20](=[O:21])[OH:22])[cH:23][cH:24]1)([F:25])([F:26])([F:27])[F:28]. Yields the product O=C(O)c1ccc(S(F)(F)(F)(F)F)cc1Cl. Reactants: C1CCOC1, C1CCCCC1, CN(C)CCN(C)C, [Li]C(C)CC, ClC(Cl)(Cl)C(Cl)(Cl)Cl, O=C(O)c1ccc(S(F)(F)(F)(F)F)cc1, O.